Task: describe an organic reaction: reactants, conditions, products, and yield. Dataset: the Open Reaction Database (ORD), a public repository of structured organic reaction records Starting materials: O=C(n1ccnc1)n1ccnc1, CCOC(=O)CC(=O)[O-], O=C(O)CCCCCNC(=O)OCc1ccccc1, Cl, C1CCOC1. Yields the product CCOC(=O)CC(=O)CCCCCNC(=O)OCc1ccccc1. As a reaction SMILES: [C:20]([n:21]1[cH:22][cH:23][n:24][cH:25]1)([n:26]1[cH:27][cH:28][n:29][cH:30]1)=[O:31].[C:32]([CH2:33][C:34]([O-:35])=[O:36])(=[O:37])[O:38][CH2:39][CH3:40].[CH2:1]([c:2]1[cH:3][cH:4][cH:5][cH:6][cH:7]1)[O:8][C:9](=[O:10])[NH:11][CH2:12][CH2:13][CH2:14][CH2:15][CH2:16][C:17](=[O:18])[OH:19].[ClH:41].[O:42]1[CH2:43][CH2:44][CH2:45][CH2:46]1>>[CH2:1]([c:2]1[cH:3][cH:4][cH:5][cH:6][cH:7]1)[O:8][C:9](=[O:10])[NH:11][CH2:12][CH2:13][CH2:14][CH2:15][CH2:16][C:17](=[O:19])[CH2:33][C:32](=[O:37])[O:38][CH2:39][CH3:40]. Reactants: P(=O)([O-])([O-])[O-].[Ca+2].P(=O)([O-])([O-])[O-].[Ca+2].[Ca+2] (calcium phosphate), S(O)(O)(=O)=O (sulfuric acid), O=P12OP3(=O)OP(=O)(O1)OP(=O)(O2)O3 (P2O5), OP(=O)(O)O (Superphosphoric acid), P(O)(O)(O)=O (phosphoric acid). The product is O.S(=O)(=O)([O-])[O-].[Ca+2].[Ca+2].S(=O)(=O)([O-])[O-] (calcium sulfate hemihydrate), P(O)(O)(O)=O (phosphoric acid). Reaction SMILES: [OH:1]P(O)(O)=O.[O:6]=[P:7]12[O:18]P3(OP(OP(O3)([O:14]1)=O)(=O)[O:8]2)=O.P([O-])([O-])([O-])=O.[Ca+2:25].P([O-])([O-])([O-])=O.[Ca+2].[Ca+2].[S:33](=[O:37])(=[O:36])([OH:35])[OH:34]>>[OH2:1].[S:33]([O-:37])([O-:36])(=[O:35])=[O:34].[Ca+2:25].[Ca+2:25].[S:33]([O-:37])([O-:36])(=[O:35])=[O:34].[P:7](=[O:6])([OH:18])([OH:14])[OH:8] |f:2.3.4.5.6,8.9.10.11.12|. Procedure details: Superphosphoric acid (SPA), which is used in the manufacture of fertilizers, is phosphoric acid containing about 68 to about 70% by weight of P2O5. It can be manufactured by dissolving calcium phosphate rock with sulfuric acid, producing a slurry of calcium sulfate hemihydrate in a solution of phosphoric acid. The slurry is filtered and the calcium sulfate hemihydrate filter cake is discarded. The filtered acid is evaporated to about 48% P2O5 for further purification. The reactants are [OH-].[Na+] (NaOH), C(C)C1=NC=CC(=C1)[N+](=O)[O-] (2-ethyl-4-nitro-pyridine), C(C)(=O)Br (acetyl bromide), C(C)(=O)Br (acetyl bromide). Run at temperature 75 celsius. The product is BrC1=CC(=NC=C1)CC (4-Bromo-2-ethyl-pyridine). The yield is 62.0%. Reaction SMILES: [CH2:1]([C:3]1[CH:8]=[C:7]([N+]([O-])=O)[CH:6]=[CH:5][N:4]=1)[CH3:2].[OH-].[Na+].C([Br:17])(=O)C>>[Br:17][C:7]1[CH:6]=[CH:5][N:4]=[C:3]([CH2:1][CH3:2])[CH:8]=1 |f:1.2|. Reported procedure: A mixture of 2-ethyl-4-nitro-pyridine (2.3 g, 15.1 mmol) and acetyl bromide (9 mL) were heated together at 75° C. for 16 hours. More acetyl bromide (10 mL) was added and the reaction was heated to 100° C. for 5 hrs. The reaction mixture was poured into ice, made basic with 20% NaOH and extracted with EtOAc. The organic extracts were washed with brine, dried over Na2SO4 and concentrated to a black oil. Purification by flash silica gel chromatography (0% to 25% EtOAc) gave the product as an oil (1... Reactants: P(=O)(OCC)(OCC)C#N (diethyl cyanophosphate), C([O-])(O)=O.[Na+] (sodium bicarbonate), CC1=CC=C(C=C1)C=1C=CC2=C(C=C(CCO2)C(=O)O)C1 (7-(4-methylphenyl)-2,3-dihydrobenzoxepine-4-carboxylic acid), NC1=CC=C(C=C1)CNC1=NC=CC=C1 (2-[(4-aminophenyl)methylamino]pyridine). Reagents/catalysts: CN(C)C=1C=CN=CC1 (DMAP). Run in C(C)N(CC)CC (triethylamine), CN(C)C=O (DMF). Conditions: time 1 hour. The product is N1=C(C=CC=C1)NCC1=CC=C(C=C1)NC(=O)C=1CCOC2=C(C1)C=C(C=C2)C2=CC=C(C=C2)C (N-[4-[(pyrid-2-yl)aminomethyl]phenyl]-7-(4-methylphenyl)-2,3-dihydro-1-benzoxepine-4-carboxamide). Isolated yield 21.0%. As a reaction SMILES: [CH3:1][C:2]1[CH:7]=[CH:6][C:5]([C:8]2[CH:9]=[CH:10][C:11]3[O:17][CH2:16][CH2:15][C:14]([C:18](O)=[O:19])=[CH:13][C:12]=3[CH:21]=2)=[CH:4][CH:3]=1.[NH2:22][C:23]1[CH:28]=[CH:27][C:26]([CH2:29][NH:30][C:31]2[CH:36]=[CH:35][CH:34]=[CH:33][N:32]=2)=[CH:25][CH:24]=1.P(C#N)(OCC)(OCC)=O.C(=O)(O)[O-].[Na+]>CN(C=O)C.CN(C1C=CN=CC=1)C.C(N(CC)CC)C>[N:32]1[CH:33]=[CH:34][CH:35]=[CH:36][C:31]=1[NH:30][CH2:29][C:26]1[CH:25]=[CH:24][C:23]([NH:22][C:18]([C:14]2[CH2:15][CH2:16][O:17][C:11]3[CH:10]=[CH:9][C:8]([C:5]4[CH:4]=[CH:3][C:2]([CH3:1])=[CH:7][CH:6]=4)=[CH:21][C:12]=3[CH:13]=2)=[O:19])=[CH:28][CH:27]=1 |f:3.4|. Procedure details: To a solution of 7-(4-methylphenyl)-2,3-dihydrobenzoxepine-4-carboxylic acid (280 mg) and 2-[(4-aminophenyl)methylamino]pyridine (199 mg) in DMF (4 ml) was added, under ice-cooling, diethyl cyanophosphate (0.18 ml) and triethylamine (0.17 ml), and the mixture was stirred at 0° C. for 30 minutes and then at room temperature for 1 hour. To the mixture was added DMAP (1 piece), and the mixture was stirred at room temperature for 18 hours. Under ice-cooling, to the mixture was added sodium bicarbona... The reactants are ClC1=C(C=C(C(=O)NC2=CC(=CC=C2)C(F)(F)F)C=C1)C1=CC=C2C3=C(NC2=C1)N=CN=C3 (4-Chloro-3-(9H-pyrimido[4,5-b]indol-7-yl)-N-[3-(trifluoromethyl)phenyl]benzamide), CC#N.O (CH3CN—H2O). The reagents and catalysts are [C-]#N.[Zn+2].[C-]#N (zinc cyanide), [Pd].C1(=CC=CC=C1)P(C1=CC=CC=C1)C1=CC=CC=C1.C1(=CC=CC=C1)P(C1=CC=CC=C1)C1=CC=CC=C1.C1(=CC=CC=C1)P(C1=CC=CC=C1)C1=CC=CC=C1.C1(=CC=CC=C1)P(C1=CC=CC=C1)C1=CC=CC=C1 (tetrakis(triphenylphosphine)-palladium(0)). Solvent: CN(C)C=O (DMF). Conditions: temperature 175 celsius. Yields the product C(#N)C1=C(C=C(C(=O)NC2=CC(=CC=C2)C(F)(F)F)C=C1)C1=CC=C2C3=C(NC2=C1)N=CN=C3 (4-Cyano-3-(9H-pyrimido[4,5-b]indol-7-yl)-N-[3-(trifluoromethyl)phenyl]-benzamide). RXN SMILES: Cl[C:2]1[CH:20]=[CH:19][C:5]([C:6]([NH:8][C:9]2[CH:14]=[CH:13][CH:12]=[C:11]([C:15]([F:18])([F:17])[F:16])[CH:10]=2)=[O:7])=[CH:4][C:3]=1[C:21]1[CH:29]=[C:28]2[C:24]([C:25]3[CH:33]=[N:32][CH:31]=[N:30][C:26]=3[NH:27]2)=[CH:23][CH:22]=1.C[C:35]#[N:36].O>CN(C=O)C.[C-]#N.[Zn+2].[C-]#N.[Pd].C1(P(C2C=CC=CC=2)C2C=CC=CC=2)C=CC=CC=1.C1(P(C2C=CC=CC=2)C2C=CC=CC=2)C=CC=CC=1.C1(P(C2C=CC=CC=2)C2C=CC=CC=2)C=CC=CC=1.C1(P(C2C=CC=CC=2)C2C=CC=CC=2)C=CC=CC=1>[C:35]([C:2]1[CH:20]=[CH:19][C:5]([C:6]([NH:8][C:9]2[CH:14]=[CH:13][CH:12]=[C:11]([C:15]([F:18])([F:17])[F:16])[CH:10]=2)=[O:7])=[CH:4][C:3]=1[C:21]1[CH:29]=[C:28]2[C:24]([C:25]3[CH:33]=[N:32][CH:31]=[N:30][C:26]=3[NH:27]2)=[CH:23][CH:22]=1)#[N:36] |f:1.2,4.5.6,7.8.9.10.11|. Procedure: 4-Chloro-3-(9H-pyrimido[4,5-b]indol-7-yl)-N-[3-(trifluoromethyl)phenyl]benzamide (60 mg TFA salt, 0.103 mmol), zinc cyanide (121 mg, 1.03 mmol), and tetrakis(triphenylphosphine)-palladium(0) (59 mg, 0.051 mmol) were stirred in DMF (3 mL) and the mixture was flushed with nitrogen. The mixture was heated in a microwave reactor at 175° C. for 1 h. LCMS showed 65% conversion to the desired product, M+H 458. The product was isolated by prep LCMS using a 30 mm×100 mm C18 column; 35% CH3CN—H2O (0.1% TF... The reactants are [Al+3], C1CCOC1, CN(C(=O)[O-])c1ccc2c(c1)nc(C(C)(C)C)n2CC1CCCCC1, [H-], [H-], [H-], [H-], [Li+]. The product is CNc1ccc2c(c1)nc(C(C)(C)C)n2CC1CCCCC1. Reaction SMILES: [Al+3:27].[CH2:32]1[O:33][CH2:34][CH2:35][CH2:36]1.[CH3:1][N:2]([C:3](=[O:4])[O-:5])[c:6]1[cH:7][c:8]2[c:9]([n:10]([CH2:17][CH:18]3[CH2:19][CH2:20][CH2:21][CH2:22][CH2:23]3)[c:11]([C:13]([CH3:14])([CH3:15])[CH3:16])[n:12]2)[cH:24][cH:25]1.[H-:26].[H-:29].[H-:30].[H-:31].[Li+:28]>>[CH3:1][NH:2][c:6]1[cH:7][c:8]2[c:9]([n:10]([CH2:17][CH:18]3[CH2:19][CH2:20][CH2:21][CH2:22][CH2:23]3)[c:11]([C:13]([CH3:14])([CH3:15])[CH3:16])[n:12]2)[cH:24][cH:25]1. The reactants are ClC1=CC=2C3(C4=CC=CC=C4C(C2C=C1)C3)CN3CCC(CC3)=O (1-(2-chloro-9,10-dihydro-9,10-methanoanthracen-9-ylmethyl)-4-piperidinone), C(CCC)[Li] (n-butyllithium), BrC=1C=NC=CC1 (3-bromopyridine), metal-halogen. Solvent: O1CCCC1 (tetrahydrofuran), O1CCCC1 (tetrahydrofuran). Reaction conditions: temperature -75 celsius. Yields the product ClC1=CC=2C3(C4=CC=CC=C4C(C2C=C1)C3)CN3CCC(CC3)(O)C=3C=NC=CC3 (1-(2-Chloro-9,10-dihydro-9,10-methanoanthracen-9-ylmethyl)-4-(3-pyridyl)piperidin-4-ol). Yield: 80.9%. As a reaction SMILES: C([Li])CCC.Br[C:7]1[CH:8]=[N:9][CH:10]=[CH:11][CH:12]=1.[Cl:13][C:14]1[CH:27]=[CH:26][C:25]2[CH:24]3[CH2:28][C:17]([CH2:29][N:30]4[CH2:35][CH2:34][C:33](=[O:36])[CH2:32][CH2:31]4)([C:18]4[C:23]3=[CH:22][CH:21]=[CH:20][CH:19]=4)[C:16]=2[CH:15]=1>O1CCCC1>[Cl:13][C:14]1[CH:27]=[CH:26][C:25]2[CH:24]3[CH2:28][C:17]([CH2:29][N:30]4[CH2:31][CH2:32][C:33]([C:7]5[CH:8]=[N:9][CH:10]=[CH:11][CH:12]=5)([OH:36])[CH2:34][CH2:35]4)([C:18]4[C:23]3=[CH:22][CH:21]=[CH:20][CH:19]=4)[C:16]=2[CH:15]=1. Procedure: To a cooled solution (-90° C.) of n-butyllithium (2.5M in hexane, 2.40 mL, 6.0 mmol, 1.5 eq) in tetrahydrofuran (40 mL) under nitrogen was added freshly distilled 3-bromopyridine (0.540 mL, 5.6 mmol, 1.4 eq). The metal-halogen exchange reaction was warmed to -75° C. and maintained for 1.5 h. During that time a dark green solution evolved with the appearance of fine particulate. A solution of 1-(2-chloro-9,10-dihydro-9,10-methanoanthracen-9-ylmethyl)-4-piperidinone (1.35 g, 4.0 mmol) in tetrahydr... Starting materials: [H-].[Na+] (sodium hydride), CN1C2=CC=C(C=C2C=2C[C@@H](CCC12)NC(OC(C)(C)C)=O)S(=O)(=O)C1=CC=CC=C1 (tert-butyl (3R)-9-methyl-6-(phenylsulfonyl)-2,3,4,9-tetrahydro-1H-carbazol-3-ylcarbamate), CI (Methyl iodide). Solvent: CN(C)C=O (DMF), CN(C)C=O (DMF). Conditions: time 1.1 hour. Product: CN(C(OC(C)(C)C)=O)[C@@H]1CCC=2N(C3=CC=C(C=C3C2C1)S(=O)(=O)C1=CC=CC=C1)C (tert-butyl methyl[(3R)-9-methyl-6-(phenylsulfonyl)-2,3,4,9-tetrahydro-1H-carbazol-3-yl]carbamate). The yield is 75.7%. RXN SMILES: [CH3:1][N:2]1[C:14]2[CH2:13][CH2:12][C@@H:11]([NH:15][C:16](=[O:22])[O:17][C:18]([CH3:21])([CH3:20])[CH3:19])[CH2:10][C:9]=2[C:8]2[C:3]1=[CH:4][CH:5]=[C:6]([S:23]([C:26]1[CH:31]=[CH:30][CH:29]=[CH:28][CH:27]=1)(=[O:25])=[O:24])[CH:7]=2.[H-].[Na+].[CH3:34]I>CN(C=O)C>[CH3:34][N:15]([C@H:11]1[CH2:10][C:9]2[C:8]3[C:3](=[CH:4][CH:5]=[C:6]([S:23]([C:26]4[CH:31]=[CH:30][CH:29]=[CH:28][CH:27]=4)(=[O:25])=[O:24])[CH:7]=3)[N:2]([CH3:1])[C:14]=2[CH2:13][CH2:12]1)[C:16](=[O:22])[O:17][C:18]([CH3:21])([CH3:19])[CH3:20] |f:1.2|. Reported procedure: A solution of tert-butyl (3R)-9-methyl-6-(phenylsulfonyl)-2,3,4,9-tetrahydro-1H-carbazol-3-ylcarbamate (1.74 g, 3.95 mmol) in DMF (13.0 mL) was added to a 0° C. suspension of 60% sodium hydride (0.38 g, 9.62 mmol) in DMF (3.0 mL) and stirred at room temperature for 1.1 hours. Methyl iodide (0.30 mL, 4.81 mmol) was added, and the reaction was stirred at room temperature for 2.0 hours. The reaction was cooled to 0° C., quenched with water and filtered. The filtrate was concentrated in vacuo, combi...